From a dataset of the Open Reaction Database (ORD), a public repository of structured organic reaction records. describe an organic reaction: reactants, conditions, products, and yield The reactants are S(O)(O)(=O)=O (sulfuric acid), [Si](C)(C)(C(C)(C)C)Cl (tert-butyldimethylsilyl chloride), OCC=1C=C(CO)C=CC1 (3-hydroxymethylbenzyl alcohol), N1C=NC=C1 (imidazole). Isolated yield 42.7%. Procedure: 33.3 g of tert-butyldimethylsilyl chloride is added to a solution of 30 g of 3-hydroxymethylbenzyl alcohol and 30 g of imidazole in 250 ml of dimethylformamide at 0° C. under argon and stirred for. 20 hours at 25° C. It is diluted with 1.5 1 of ether, shaken twice with 100 ml of 10% sulfuric acid each, washed neutral with brine, dried on sodium sulfate and concentrated by evaporation in a vacuum. The residue is chromatographed on silica gel. With hexane/0-80% ether, 23.4 g of 3-tert-butyldimethy... The product is [Si](C)(C)(C(C)(C)C)OCC=1C=C(CO)C=CC1 (3-tert-butyldimethylsilyloxymethyl-benzyl alcohol). The solvent is CN(C=O)C (dimethylformamide), CCOCC (ether). RXN SMILES: [Si:1](Cl)([C:4]([CH3:7])([CH3:6])[CH3:5])([CH3:3])[CH3:2].[OH:9][CH2:10][C:11]1[CH:12]=[C:13]([CH:16]=[CH:17][CH:18]=1)[CH2:14][OH:15].N1C=CN=C1.S(=O)(=O)(O)O>CN(C)C=O.CCOCC>[Si:1]([O:9][CH2:10][C:11]1[CH:12]=[C:13]([CH:16]=[CH:17][CH:18]=1)[CH2:14][OH:15])([C:4]([CH3:7])([CH3:6])[CH3:5])([CH3:3])[CH3:2]. Reaction conditions: time 45 minute. Solvent: CN(C)C=O (DMF), CN(C)C=O (DMF), O (water). Isolated yield 90.8%. Product: C1(=CC=CC=C1)CN1C(=CC2=C(C=CC=C12)[N+](=O)[O-])CC (1-Phenylmethyl-2-ethyl-4-nitro-1H-indole). The reactants are C(C)C=1NC2=CC=CC(=C2C1)[N+](=O)[O-] (2-Ethyl-4-nitro-1H-indole), [H-].[Na+] (NaH), CCCCCC (hexane), C(C1=CC=CC=C1)Br (benzyl bromide). RXN SMILES: [CH2:1]([C:3]1[NH:4][C:5]2[C:10]([CH:11]=1)=[C:9]([N+:12]([O-:14])=[O:13])[CH:8]=[CH:7][CH:6]=2)[CH3:2].[H-].[Na+].CCCCCC.[CH2:23](Br)[C:24]1[CH:29]=[CH:28][CH:27]=[CH:26][CH:25]=1>CN(C=O)C.O>[C:24]1([CH2:23][N:4]2[C:5]3[C:10](=[C:9]([N+:12]([O-:14])=[O:13])[CH:8]=[CH:7][CH:6]=3)[CH:11]=[C:3]2[CH2:1][CH3:2])[CH:29]=[CH:28][CH:27]=[CH:26][CH:25]=1 |f:1.2|. Procedure details: 2-Ethyl-4-nitro-1H-indole (4.75 g, 25 mmol) was added to a mixture of 1.0 g (25 mmol) of 60% NaH/mineral oil (washed with hexane before adding DMF) in 40 ml DMF. After 45 minutes, 3.0 ml (25 mmol) of benzyl bromide was added. The mixture was stirred at room temperature for four hours, diluted with water, and extracted with EtOAc. The EtOAc solution was washed with brine, dried over MgSO4, and evaporated in vacuo. The residue was chromatographed on silica gel eluting with 20% EtOAc/Hexane to give... Yields the product OCc1ccc2c(c1)CNC2. The reactants are OCc1ccc2c(c1)CN(Cc1ccccc1)C2, CCO. RXN SMILES: [CH2:1]([c:2]1[cH:3][cH:4][cH:5][cH:6][cH:7]1)[N:8]1[CH2:9][c:10]2[cH:11][cH:12][c:13]([CH2:17][OH:18])[cH:14][c:15]2[CH2:16]1.[CH3:19][CH2:20][OH:21]>>[NH:8]1[CH2:9][c:10]2[cH:11][cH:12][c:13]([CH2:17][OH:18])[cH:14][c:15]2[CH2:16]1. Starting materials: ClC1=CC(=C(CBr)C=C1OC(C)C)F (4-chloro-2-fluoro-5-isopropoxybenzyl bromide), [C-]#N.[Na+] (sodium cyanide), O (water). The solvent is CN(C)C=O (DMF). Reaction conditions: time 8 hour. The product is ClC1=CC(=C(C=C1OC(C)C)CC#N)F (4-chloro-2-fluoro-5-isopropoxyphenyl acetonitrile). The yield is 94.0%. Reaction SMILES: [C-:1]#[N:2].[Na+].[Cl:4][C:5]1[C:12]([O:13][CH:14]([CH3:16])[CH3:15])=[CH:11][C:8]([CH2:9]Br)=[C:7]([F:17])[CH:6]=1.O>CN(C=O)C>[Cl:4][C:5]1[C:12]([O:13][CH:14]([CH3:16])[CH3:15])=[CH:11][C:8]([CH2:9][C:1]#[N:2])=[C:7]([F:17])[CH:6]=1 |f:0.1|. Procedure: 26 g (0.53 mol) of sodium cyanide was dissolved in 700 ml of DMF, and 143 g (0.50 mol) of 4-chloro-2-fluoro-5-isopropoxybenzyl bromide was dropwise added thereto at room temperature. After stirring at room temperature for 8 hours, the reaction solution was poured into water and extracted with ethyl acetate. After washing with water, the organic layer was dried over anhydrous magnesium sulfate. Ethyl acetate was distilled off under reduced pressure to obtain 107 g (yield: 92%) of the desired prod... Starting materials: C(C=C)OC1=CC=C2C(=C(C(OC2=C1)=O)C1=CC=C(C=C1)C(F)(F)F)CC1=CC=C(C=C1)OCCN1CCCC1 (7-Prop-2-enyloxy-4-{(4-(2-pyrrolidinylethoxy)phenyl)methyl}-3-(4-(trifluoromethyl) Phenyl)-2H-chromen-2-one), CCN(CC)C=1C=CC=CC1 (diethylaniline). Run at temperature 190 celsius, time 2 hour. Yields the product OC1=CC=C2C(=C(C(OC2=C1CC=C)=O)C1=CC=C(C=C1)C(F)(F)F)CC1=CC=C(C=C1)OCCN1CCCC1 (7-hydroxy-8-prop-2-enyl-4-{(4-(2-pyrrolidinylethoxy)phenyl)methyl}-3-(4-(trifluoromethyl)phenyl)-2H-chromen-2-one). Yield: 18.0%. As a reaction SMILES: C([O:4][C:5]1[CH:14]=[C:13]2[C:8]([C:9]([CH2:26][C:27]3[CH:32]=[CH:31][C:30]([O:33][CH2:34][CH2:35][N:36]4[CH2:40][CH2:39][CH2:38][CH2:37]4)=[CH:29][CH:28]=3)=[C:10]([C:16]3[CH:21]=[CH:20][C:19]([C:22]([F:25])([F:24])[F:23])=[CH:18][CH:17]=3)[C:11](=[O:15])[O:12]2)=[CH:7][CH:6]=1)C=C.CCN([C:46]1[CH:47]=CC=C[CH:51]=1)CC>>[OH:4][C:5]1[C:14]([CH2:47][CH:46]=[CH2:51])=[C:13]2[C:8]([C:9]([CH2:26][C:27]3[CH:28]=[CH:29][C:30]([O:33][CH2:34][CH2:35][N:36]4[CH2:40][CH2:39][CH2:38][CH2:37]4)=[CH:31][CH:32]=3)=[C:10]([C:16]3[CH:17]=[CH:18][C:19]([C:22]([F:23])([F:25])[F:24])=[CH:20][CH:21]=3)[C:11](=[O:15])[O:12]2)=[CH:7][CH:6]=1. Reported procedure: 7-Prop-2-enyloxy-4-{(4-(2-pyrrolidinylethoxy)phenyl)methyl}-3-(4-(trifluoromethyl) Phenyl)-2H-chromen-2-one (0.150 g.) was dissolved in diethylaniline (4 mL) and allowed to stir at 190° C. for two hours. The resultant solution was extracted with methylene chloride (3×) and 1M hydrochloric acid. The organic layers were dried over sodium sulfate and filtered, and the solvent was removed under reduced pressure to afford a crude brown solid. The solid was purified via preparative-HPLC (40–100% aceto... The reactants are CC=1N=CSC1CCO (4-methyl-5-thiazole ethanol), Cl.CN(C)CCCl (dimethylaminoethyl chloride hydrochloride), C(C)O (Ethanol), C(C)O (ethanol). The solvent is CC(=O)C (acetone). Product: Cl.[Cl-].CN(CC[N+]1=CSC(=C1C)CCO)C (N-[2-(Dimethylamino)ethyl]-5-[(2-hydroxy)ethyl]-4 -methylthiazolium chloride hydrochloride). RXN SMILES: [CH3:1][C:2]1[N:3]=[CH:4][S:5][C:6]=1[CH2:7][CH2:8][OH:9].[ClH:10].[CH3:11][N:12]([CH2:14][CH2:15][Cl:16])[CH3:13].C(O)C>CC(C)=O>[ClH:16].[Cl-:10].[CH3:11][N:12]([CH3:13])[CH2:14][CH2:15][N+:3]1[C:2]([CH3:1])=[C:6]([CH2:7][CH2:8][OH:9])[S:5][CH:4]=1 |f:1.2,5.6.7|. Procedure: To a mixture of 4-methyl-5-thiazole ethanol (16.0 g) and dimethylaminoethyl chloride hydrochloride (14.4 g) was added ethanol (10 ml. The mixture was heated under reflux for about 20 hours. Ethanol (10 ml) and acetone (100 ml) were added, and the mixture was stirred to give pale yellow powdery crystals, which were collected by filtration, washed with acetone containing a small amount of ethanol and dried under reduced pressure. Reactants: C(#N)C1=C(C=C(C=C1)C(CSC1=NC=C(N1)C(=O)OCC)=O)F (ethyl 2-[2-(4-cyano-3-fluorophenyl)-2-oxo-ethylthio]-3H-imidazole-4-carboxylate), [BH4-].[Na+] (Sodium borohydride). Solvent: CO (methanol). The product is C(#N)C1=C(C=C(C=C1)C(CSC1=NC=C(N1)C(=O)OCC)O)F (ethyl 2-[2-(4-cyano-3-fluorophenyl)-2-hydroxy-1-ethylthio]-3H-imidazole-4-carboxylate). RXN SMILES: [C:1]([C:3]1[CH:8]=[CH:7][C:6]([C:9](=[O:22])[CH2:10][S:11][C:12]2[NH:16][C:15]([C:17]([O:19][CH2:20][CH3:21])=[O:18])=[CH:14][N:13]=2)=[CH:5][C:4]=1[F:23])#[N:2].[BH4-].[Na+]>CO>[C:1]([C:3]1[CH:8]=[CH:7][C:6]([CH:9]([OH:22])[CH2:10][S:11][C:12]2[NH:16][C:15]([C:17]([O:19][CH2:20][CH3:21])=[O:18])=[CH:14][N:13]=2)=[CH:5][C:4]=1[F:23])#[N:2] |f:1.2|. Reported procedure: The product from Step G (3.00 g, 9.00 mmol) was suspended in methanol (20 mL). Sodium borohydride (340 mg, 9.00 mmol) was added in portions at 0° C., and the suspension was stirred until it became homogeneous (1 hour). The reaction was quenched by the addition of saturated aqueous ammonium chloride until hydrogen evolution ceased. The resulting suspension was concentrated in vacuo and then partitioned between ethyl acetate (50 mL) and saturated aqueous sodium bicarbonate (50 mL). The layers were... Starting materials: C[Si]([N-][Si](C)(C)C)(C)C.[Li+] (lithium hexamethyl-disilazide), ClC=1C2=C(N=CN1)NC(C2)=O (4-chloro-5,7-dihydro-pyrrolo[2,3-d]pyrimidin-6-one), C(C)I (ethyl iodide). The solvent is C1CCOC1 (THF). Conditions: temperature -78 celsius, time 30 minute. Product: ClC=1C2=C(N=CN1)NC(C2CC)=O (4-Chloro-5-ethyl-5,7-dihydro-pyrrolo[2,3-d]pyrimidin-6-one). The yield is 41.9%. As a reaction SMILES: [Cl:1][C:2]1[C:3]2[CH2:10][C:9](=[O:11])[NH:8][C:4]=2[N:5]=[CH:6][N:7]=1.C[Si](C)(C)[N-][Si](C)(C)C.[Li+].[CH2:22](I)[CH3:23]>C1COCC1>[Cl:1][C:2]1[C:3]2[CH:10]([CH2:22][CH3:23])[C:9](=[O:11])[NH:8][C:4]=2[N:5]=[CH:6][N:7]=1 |f:1.2|. Procedure details: Add 4-chloro-5,7-dihydro-pyrrolo[2,3-d]pyrimidin-6-one (0.5 g; 0.0029 mol; 1.0 equiv) in THF (20 mL) and cool to −78° C. under argon atmosphere. Add drop-wise lithium hexamethyl-disilazide (5.89 mL, 0.0059 mol; 2.0 equiv; 1 M in THF). Stir at −78° C. for 30 min. Add drop-wise ethyl iodide (0.48 mL; 0.0059 mol; 2.0 equiv) and allow the reaction temperature to come to 0° C. slowly. Stir for 4 h. Quench with saturated ammonium chloride aqueous and extract with EA. Evaporate the organic layer to get...